Dataset: the Open Reaction Database (ORD), a public repository of structured organic reaction records. Task: describe an organic reaction: reactants, conditions, products, and yield Reactants: O[C@H](/C=C/[C@@H]1[C@H](C(CC1)=O)CCSC=1SC=C(N1)C(=O)OCC)C[C@H](CCCC)C (ethyl 2-[(2-{(1R,2R)-2-[(1E,3S,5S)-3-hydroxy-5-methyl-1-nonenyl]-5-oxocyclopentyl}ethyl)thio]-1,3-thiazole-4-carboxylate), P(=O)([O-])([O-])[O-] (phosphate). The solvent is C(C)(=O)OCC (ethyl acetate), CS(=O)C (dimethylsulfoxide). Reaction conditions: time 4 hour. The product is O[C@H](/C=C/[C@@H]1[C@H](C(CC1)=O)CCSC=1SC=C(N1)C(=O)O)C[C@H](CCCC)C (2-[(2-{(1R,2R)-2-[(1E,3S,5S)-3-hydroxy-5-methyl-1-nonenyl]-5-oxocyclopentyl}ethyl)sulfanyl]-1,3-thiazole-4-carboxylic acid). Yield: 66.1%. RXN SMILES: [OH:1][C@@H:2]([CH2:24][C@@H:25]([CH3:30])[CH2:26][CH2:27][CH2:28][CH3:29])/[CH:3]=[CH:4]/[C@H:5]1[CH2:9][CH2:8][C:7](=[O:10])[C@@H:6]1[CH2:11][CH2:12][S:13][C:14]1[S:15][CH:16]=[C:17]([C:19]([O:21]CC)=[O:20])[N:18]=1.P([O-])([O-])([O-])=O>CS(C)=O.C(OCC)(=O)C>[OH:1][C@@H:2]([CH2:24][C@@H:25]([CH3:30])[CH2:26][CH2:27][CH2:28][CH3:29])/[CH:3]=[CH:4]/[C@H:5]1[CH2:9][CH2:8][C:7](=[O:10])[C@@H:6]1[CH2:11][CH2:12][S:13][C:14]1[S:15][CH:16]=[C:17]([C:19]([OH:21])=[O:20])[N:18]=1. Reported procedure: To a solution of the compound 29 (142 mg) in dimethylsulfoxide (7.00 mL)/phosphate buffer (7.00 mL) was added esterase from porcine liver (0.850 mL) and the solution was stirred at room temperature for 4 hours. The reaction solution was diluted with ethyl acetate and washed with an aqueous saturated ammonium sulfate solution, 1N hydrochloric acid, water and brine. The reaction solution was dried over anhydrous sodium sulfate and concentrated. The obtained residue was purified by column chromatog... Reactants: C1(CC1)COC1=C(C=CC(=N1)C(=O)O)C (6-cyclopropylmethoxy-5-methyl-pyridine-2-carboxylic acid), CC(N)(C=1SC=CN1)C (α,α-dimethyl-2-thiazolemethanamine). Product: CC(C)(C=1SC=CN1)NC(=O)C1=NC(=C(C=C1)C)OCC1CC1 (6-Cyclopropylmethoxy-5-methyl-pyridine-2-carboxylic acid (1-methyl-1-thiazol-2-yl-ethyl)-amide). As a reaction SMILES: [CH:1]1([CH2:4][O:5][C:6]2[N:11]=[C:10]([C:12]([OH:14])=O)[CH:9]=[CH:8][C:7]=2[CH3:15])[CH2:3][CH2:2]1.[CH3:16][C:17]([CH3:24])([C:19]1[S:20][CH:21]=[CH:22][N:23]=1)[NH2:18]>>[CH3:16][C:17]([NH:18][C:12]([C:10]1[CH:9]=[CH:8][C:7]([CH3:15])=[C:6]([O:5][CH2:4][CH:1]2[CH2:2][CH2:3]2)[N:11]=1)=[O:14])([C:19]1[S:20][CH:21]=[CH:22][N:23]=1)[CH3:24]. Procedure: The title compound was synthesized in analogy to Example 1, using 6-cyclopropylmethoxy-5-methyl-pyridine-2-carboxylic acid (Example 36 d) and α,α-dimethyl-2-thiazolemethanamine (CAN 1082393-38-1) as starting materials, MS (EI): m/e=332.2 [M+H]+. Reactants: OC=1C=C(C(=O)NC2=NN(C=C2)C)C=C(C1)OC1CCOCC1 (3-Hydroxy-N-(1-methyl-1H-pyrazol-3-yl)-5-(tetrahydro-2H-pyran-4-yloxy)benzamide), C([O-])([O-])=O.[Cs+].[Cs+] (caesium carbonate), N1(CCC1)C(=O)C1=NC=C(C=C1)Br (2-(azetidin-1-ylcarbonyl)-5-bromopyridine), bromotris(triphenylphosphine)copper. Solvent: CC(=O)N(C)C (DMA). Run at temperature 200 celsius. Product: N1(CCC1)C(=O)C1=CC=C(C=N1)OC=1C=C(C(=O)NC2=NN(C=C2)C)C=C(C1)OC1CCOCC1 (3-{[6-(Azetidin-1-ylcarbonyl)pyridin-3-yl]oxy}-N-(1-methyl-1H-pyrazol-3-yl)-5-(tetrahydro-2H-pyran-4-yloxy)benzamide). Yield: 21.6%. As a reaction SMILES: [OH:1][C:2]1[CH:3]=[C:4]([CH:14]=[C:15]([O:17][CH:18]2[CH2:23][CH2:22][O:21][CH2:20][CH2:19]2)[CH:16]=1)[C:5]([NH:7][C:8]1[CH:12]=[CH:11][N:10]([CH3:13])[N:9]=1)=[O:6].[N:24]1([C:28]([C:30]2[CH:35]=[CH:34][C:33](Br)=[CH:32][N:31]=2)=[O:29])[CH2:27][CH2:26][CH2:25]1.C(=O)([O-])[O-].[Cs+].[Cs+]>CC(N(C)C)=O>[N:24]1([C:28]([C:30]2[N:31]=[CH:32][C:33]([O:1][C:2]3[CH:3]=[C:4]([CH:14]=[C:15]([O:17][CH:18]4[CH2:23][CH2:22][O:21][CH2:20][CH2:19]4)[CH:16]=3)[C:5]([NH:7][C:8]3[CH:12]=[CH:11][N:10]([CH3:13])[N:9]=3)=[O:6])=[CH:34][CH:35]=2)=[O:29])[CH2:27][CH2:26][CH2:25]1 |f:2.3.4|. Procedure details: 3-Hydroxy-N-(1-methyl-1H-pyrazol-3-yl)-5-(tetrahydro-2H-pyran-4-yloxy)benzamide (200 mg, 0.63 mmol), 2-(azetidin-1-ylcarbonyl)-5-bromopyridine (184 mg, 0.76 mmol), bromotris(triphenylphosphine)copper (186 mg, 0.2 mmol) and caesium carbonate (411 mg, 1.26 mmol) were dissolved/suspended in DMA (3.5 mL). The reaction mixture was heated in a microwave reactor for 1 hour at 200° C. then allowed to cool, filtered and reduced in vacuo. Water (25 mL) was added and the product extracted with ethyl acetat...